Dataset: the Open Reaction Database (ORD), a public repository of structured organic reaction records. Task: describe an organic reaction: reactants, conditions, products, and yield Yields the product C(C1=CC=CC=C1)(C1=CC=CC=C1)=NNC1=C(SC=C1)C=NN=C(C1=CC=CC=C1)C1=CC=CC=C1 (N-benzhydrylidene-N′-[2-(benzhydrylidene-hydrazonomethyl)-thiophen-3-yl]-hydrazine). Reagents/catalysts: CC(=O)[O-].CC(=O)[O-].[Pd+2] (Pd(OAc)2), C1(=CC=CC=C1)P([C-]1C=CC=C1)C1=CC=CC=C1.[C-]1(C=CC=C1)P(C1=CC=CC=C1)C1=CC=CC=C1.[Fe+2] (1,1′-bis(diphenylphosphino)ferrocene). Reported procedure: To a solution of N-benzhydrylidene-N′-[1-(3-bromo-thiophen-2-yl)-meth-(E)-ylidene]-hydrazine (10.8 g, 29.2 mmol) in toluene (200 mL) was added (diphenylmethylene)hydrazine (6.9 g, 35.1 mmol), cesium carbonate (16.2 g, 49.7 mmol), Pd(OAc)2 (1.31 g, 5.85 mol), and 1,1′-bis(diphenylphosphino)ferrocene (2.43 g, 4.4 mmol). The reaction mixture was heated at 100° C. for 8.5 h then cooled to room temperature, diluted with EtOAc and filtered over Celite, rinsing with EtOAc. The filtrate was concentrated... Isolated yield 90.5%. Solvent: CCOC(=O)C (EtOAc), C1(=CC=CC=C1)C (toluene). The reactants are C(C1=CC=CC=C1)(C1=CC=CC=C1)=N/N=C/C=1SC=CC1Br (N-benzhydrylidene-N′-[1-(3-bromo-thiophen-2-yl)-meth-(E)-ylidene]-hydrazine), C1(=CC=CC=C1)C(C1=CC=CC=C1)=NN ((diphenylmethylene)hydrazine), C([O-])([O-])=O.[Cs+].[Cs+] (cesium carbonate). Conditions: temperature 100 celsius. Reaction SMILES: [C:1](=[N:14]/[N:15]=[CH:16]/[C:17]1[S:18][CH:19]=[CH:20][C:21]=1Br)([C:8]1[CH:13]=[CH:12][CH:11]=[CH:10][CH:9]=1)[C:2]1[CH:7]=[CH:6][CH:5]=[CH:4][CH:3]=1.[C:23]1([C:29](=[N:36][NH2:37])[C:30]2[CH:35]=[CH:34][CH:33]=[CH:32][CH:31]=2)[CH:28]=[CH:27][CH:26]=[CH:25][CH:24]=1.C(=O)([O-])[O-].[Cs+].[Cs+]>C1(C)C=CC=CC=1.CCOC(C)=O.CC([O-])=O.CC([O-])=O.[Pd+2].C1(P(C2C=CC=CC=2)[C-]2C=CC=C2)C=CC=CC=1.[C-]1(P(C2C=CC=CC=2)C2C=CC=CC=2)C=CC=C1.[Fe+2]>[C:29](=[N:36][NH:37][C:21]1[CH:20]=[CH:19][S:18][C:17]=1[CH:16]=[N:15][N:14]=[C:1]([C:8]1[CH:13]=[CH:12][CH:11]=[CH:10][CH:9]=1)[C:2]1[CH:7]=[CH:6][CH:5]=[CH:4][CH:3]=1)([C:30]1[CH:31]=[CH:32][CH:33]=[CH:34][CH:35]=1)[C:23]1[CH:28]=[CH:27][CH:26]=[CH:25][CH:24]=1 |f:2.3.4,7.8.9,10.11.12|. Reported procedure: Into a 25-mL round-bottom flask placed ethyl 2-amino-5-methylthiophene-3-carboxylate (500 mg, 2.70 mmol, 1.00 equiv) in 10 mL of formamide was stirred for 8 h at 180° C. in an oil bath. After completion of the reaction, the reaction mixture was cooled down to room temperature and then quenched with water/ice, extracted with 3×50 mL of ethyl acetate. The combined organic layers were washed with brine, dried over anhydrous sodium sulfate and concentrated under vacuum. The residue was purified on a... As a reaction SMILES: [NH2:1][C:2]1[S:3][C:4]([CH3:12])=[CH:5][C:6]=1[C:7](OCC)=[O:8].[CH:13]([NH2:15])=O>>[CH3:12][C:4]1[S:3][C:2]2[N:1]=[CH:13][N:15]=[C:7]([OH:8])[C:6]=2[CH:5]=1. Yields the product CC1=CC2=C(N=CN=C2O)S1 (6-methylthieno[2,3-d]pyrimidin-4-ol). The reactants are NC=1SC(=CC1C(=O)OCC)C (ethyl 2-amino-5-methylthiophene-3-carboxylate), C(=O)N (formamide). The yield is 25.0%. Reactants: CCOCn1c(Br)nc2c1c(=O)n(CCCCC(C)OC(C)=O)c(=O)n2C, CS(C)=O, [I-], N#C[K], [Na+], O. The product is CCOCn1c(C#N)nc2c1c(=O)n(CCCCC(C)OC(C)=O)c(=O)n2C. RXN SMILES: [C:1]([CH3:2])(=[O:3])[O:4][CH:5]([CH2:6][CH2:7][CH2:8][CH2:9][n:10]1[c:11](=[O:12])[n:13]([CH3:26])[c:14]2[n:15][c:16]([Br:25])[n:17]([CH2:21][O:22][CH2:23][CH3:24])[c:18]2[c:19]1=[O:20])[CH3:27].[CH3:34][S:35]([CH3:36])=[O:37].[I-:29].[K:30][C:31]#[N:32].[Na+:28].[OH2:33]>>[C:1]([CH3:2])(=[O:3])[O:4][CH:5]([CH2:6][CH2:7][CH2:8][CH2:9][n:10]1[c:11](=[O:12])[n:13]([CH3:26])[c:14]2[n:15][c:16]([C:31]#[N:32])[n:17]([CH2:21][O:22][CH2:23][CH3:24])[c:18]2[c:19]1=[O:20])[CH3:27]. The reactants are O=C1CCC(=O)N1Br, ClC(Cl)(Cl)Cl, COC(=O)c1ccc([N+](=O)[O-])cc1C. Product: COC(=O)c1ccc([N+](=O)[O-])cc1CBr. As a reaction SMILES: [Br:1][N:2]1[C:3](=[O:4])[CH2:5][CH2:6][C:7]1=[O:8].[C:23]([Cl:24])([Cl:25])([Cl:26])[Cl:27].[CH3:9][O:10][C:11]([c:12]1[c:13]([CH3:21])[cH:14][c:15]([N+:18](=[O:19])[O-:20])[cH:16][cH:17]1)=[O:22]>>[Br:1][CH2:21][c:13]1[c:12]([C:11]([O:10][CH3:9])=[O:22])[cH:17][cH:16][c:15]([N+:18](=[O:19])[O-:20])[cH:14]1. Starting materials: BrC=1C=C(C(=O)OC)C=CC1CBr (Methyl 3-bromo-4-bromomethylbenzoate), C(C)(C)(C)C1CCC(CC1)N (4-tert-butylcyclohexylamine), C(C)(C)N(C(C)C)CC (N,N-diisopropylethylamine), resultant mixture. Solvent: CN(C=O)C (N,N-dimethylformamide), C(C)(=O)OCC (ethyl acetate). Product: BrC=1C=C(C(=O)OC)C=CC1CNC1CCC(CC1)C(C)(C)C (Methyl 3-bromo-4-{[(4-tert-butylcyclohexyl)amino]methyl}benzoate). As a reaction SMILES: [Br:1][C:2]1[CH:3]=[C:4]([CH:9]=[CH:10][C:11]=1[CH2:12]Br)[C:5]([O:7][CH3:8])=[O:6].[C:14]([CH:18]1[CH2:23][CH2:22][CH:21]([NH2:24])[CH2:20][CH2:19]1)([CH3:17])([CH3:16])[CH3:15].C(N(CC)C(C)C)(C)C>CN(C)C=O.C(OCC)(=O)C>[Br:1][C:2]1[CH:3]=[C:4]([CH:9]=[CH:10][C:11]=1[CH2:12][NH:24][CH:21]1[CH2:22][CH2:23][CH:18]([C:14]([CH3:17])([CH3:16])[CH3:15])[CH2:19][CH2:20]1)[C:5]([O:7][CH3:8])=[O:6]. Procedure details: To a solution of the product from Example 224 Step B (assume 4.76 mmol) in 5 mL of N,N-dimethylformamide was added 1.02 mL (5.71 mmol) of 4-tert-butylcyclohexylamine and 1.7 mL (9.76 mmol) of N,N-diisopropylethylamine. The resultant mixture was stirred at ambient temperature for 3 hours, diluted with ethyl acetate and the organic layer washed sequentially with three portions of water and one portion of saturated sodium chloride solution. The organic layer was dried over magnesium sulfate, filter... Starting materials: C(=C)C1CC1 (2-vinylcyclopropane), S(=O)(=O)(C1=CC=C(C)C=C1)NN (tosyl hydrazine), S(=O)(=O)(C1=CC=C(C)C=C1)NN (tosyl hydrazine), C(#N)C1(C(C1)C=C)C1=CC=CC=C1 (1-cyano-1-phenyl-2-vinylcyclopropane). Run in COCCOCCOC (diglyme). Run at time 1 hour. Yields the product C(#N)C1(C(C1)CC)C1=CC=CC=C1 (1-cyano-1-phenyl-2-ethylcyclopropane). Yield: 51.0%. Reaction SMILES: C(C1CC1)=C.S(NN)(C1C=CC(C)=CC=1)(=O)=O.[C:18]([C:20]1([C:25]2[CH:30]=[CH:29][CH:28]=[CH:27][CH:26]=2)[CH2:22][CH:21]1[CH:23]=[CH2:24])#[N:19]>COCCOCCOC>[C:18]([C:20]1([C:25]2[CH:26]=[CH:27][CH:28]=[CH:29][CH:30]=2)[CH2:22][CH:21]1[CH2:23][CH3:24])#[N:19]. Procedure details: 1-Cyano-1-phenyl-2-ethylcyclopropane was prepared by carrying out a reduction on the corresponding 2-vinylcyclopropane derivative, prepared in accordance with the procedure of Example I, employing tosyl hydrazine. The 1-cyano-1-phenyl-2-vinylcyclopropane (10.14 g) was combined with 22.32 g tosyl hydrazine in 70 cc diglyme and the mixture refluxed with stirring for 1 hour. The reaction mixture was extracted with petroleum ether and, upon distillation, 5.23 g 1-cyano-1-phenyl-2-ethylcyclopropane w... Reactants: C(=O)(OC(C)(C)C)OC(=O)[O-] (Tert-butyl dicarbonate), [H-].[Na+] (sodium hydride), ClC1=CC=CC=2N1C=CN2 (5-chloroimidazo[1,2-a]pyridine), NCCCCO (4-aminobutanol). Solvent: CN(C)C=O (DMF), CN(C)C=O (DMF). Product: NCCCCOC1=CC=CC=2N1C=CN2 (5-[4-(amino)butoxy]imidazo[1,2-a]pyridine). The yield is 41.0%. As a reaction SMILES: [H-].[Na+].Cl[C:4]1[N:9]2[CH:10]=[CH:11][N:12]=[C:8]2[CH:7]=[CH:6][CH:5]=1.[NH2:13][CH2:14][CH2:15][CH2:16][CH2:17][OH:18].C(OC([O-])=O)(OC(C)(C)C)=O>CN(C=O)C>[NH2:13][CH2:14][CH2:15][CH2:16][CH2:17][O:18][C:4]1[N:9]2[CH:10]=[CH:11][N:12]=[C:8]2[CH:7]=[CH:6][CH:5]=1 |f:0.1|. Reported procedure: To a suspension of 60% sodium hydride (oily; 1.32 g, 33 mmloes) in DMF (60 ml) was added a solution of 5-chloroimidazo[1,2-a]pyridine (4.59 g, 30.1 mmoles) and 4-aminobutanol (2.68 g, 30.1 mmoles) in DMF (60 ml) at room temperature with stirring and the mixture was stirred at the same temperature for 5 hours. Tert-butyl dicarbonate (9.83 g, 45 mmoles) was added to the reaction solution, which was stirred at room temperature for 13 hours. After the solvent was distilled off, water was added to th... Starting materials: FC1=CC=C(C=C1)[Mg]Br (4-fluorophenyl magnesium bromide), Cl (HCl), CC1(CC(CC(C1)(C)C)=O)C (3,3,5,5-tetramethylcyclohexanone), ice, CCOCC (ether). Solvent: O1CCCC1 (THF), O1CCCC1 (tetrahydrofuran). Reaction conditions: time 8 hour. Yields the product FC1=CC=C(C=C1)C1(CC(CC(C1)(C)C)(C)C)O (1-(4-Fluorophenyl)-1-hydroxy-3,3,5,5-tetramethylcyclohexane). As a reaction SMILES: [CH3:1][C:2]1([CH3:11])[CH2:7][C:6]([CH3:9])([CH3:8])[CH2:5][C:4](=[O:10])[CH2:3]1.CCOCC.[F:17][C:18]1[CH:23]=[CH:22][C:21]([Mg]Br)=[CH:20][CH:19]=1.Cl>O1CCCC1>[F:17][C:18]1[CH:23]=[CH:22][C:21]([C:4]2([OH:10])[CH2:5][C:6]([CH3:9])([CH3:8])[CH2:7][C:2]([CH3:11])([CH3:1])[CH2:3]2)=[CH:20][CH:19]=1. Reported procedure: A solution of 51.42 g (333.3 mmoles) of 3,3,5,5-tetramethylcyclohexanone in 200 ml of tetrahydrofuran (THF) was added dropwise to an ice cold solution made up of 200 ml of a 2M ether solution of 4-fluorophenyl magnesium bromide (400 mmoles) and 100 ml of THF. The reaction mixture was warmed to room temperature and stirred overnight. The reaction mixture was then poured onto ice and 500 ml of 1N HCl. After stirring for 0.5 hour, the layers were separated. The aqueous layer was extracted once with... Reactants: Brc1ccc2[nH]c3ccccc3c2c1, O=C([O-])[O-], Cc1ccccc1, COCCOC, [K+], [K+], CC(=O)[O-], CC(=O)[O-], [Pd+2], OB(O)c1ccc2c(c1)c1ccccc1n2-c1ccccc1, Cc1ccccc1P(c1ccccc1C)c1ccccc1C. The product is c1ccc(-n2c3ccccc3c3cc(-c4ccc5[nH]c6ccccc6c5c4)ccc32)cc1. RXN SMILES: [Br:1][c:2]1[cH:3][cH:4][c:5]2[nH:6][c:7]3[cH:8][cH:9][cH:10][cH:11][c:12]3[c:13]2[cH:14]1.[C:59](=[O:60])([O-:61])[O-:62].[CH3:65][c:66]1[cH:67][cH:68][cH:69][cH:70][cH:71]1.[CH3:81][O:82][CH2:83][CH2:84][O:85][CH3:86].[K+:63].[K+:64].[O-:73][C:74]([CH3:75])=[O:76].[O-:77][C:78]([CH3:79])=[O:80].[Pd+2:72].[c:15]1(-[n:21]2[c:22]3[cH:23][cH:24][cH:25][cH:26][c:27]3[c:28]3[cH:29][c:30]([B:34]([OH:35])[OH:36])[cH:31][cH:32][c:33]23)[cH:16][cH:17][cH:18][cH:19][cH:20]1.[c:37]1([CH3:38])[cH:39][cH:40][cH:41][cH:42][c:43]1[P:44]([c:45]1[cH:46][cH:47][cH:48][cH:49][c:50]1[CH3:51])[c:52]1[cH:53][cH:54][cH:55][cH:56][c:57]1[CH3:58]>>[c:2]1(-[c:30]2[cH:29][c:28]3[c:27]4[c:22]([n:21](-[c:15]5[cH:16][cH:17][cH:18][cH:19][cH:20]5)[c:33]3[cH:32][cH:31]2)[cH:23][cH:24][cH:25][cH:26]4)[cH:3][cH:4][c:5]2[nH:6][c:7]3[cH:8][cH:9][cH:10][cH:11][c:12]3[c:13]2[cH:14]1.